From a dataset of the Open Reaction Database (ORD), a public repository of structured organic reaction records. describe an organic reaction: reactants, conditions, products, and yield Starting materials: F[B-](F)(F)F, COc1cnc(-n2cnc(C)n2)c2[nH]cc(C(=O)C(=O)O)c12, CCOC(C)=O, CCN(C(C)C)C(C)C, N#Cc1cc2c(n(-c3ccccc3)c1=O)CCNC2, CN(C)C=O, CN(C)C(On1nnc2ccccc21)=[N+](C)C. Product: COc1cnc(-n2cnc(C)n2)c2[nH]cc(C(=O)C(=O)N3CCc4c(cc(C#N)c(=O)n4-c4ccccc4)C3)c12. RXN SMILES: [B-:42]([F:43])([F:44])([F:45])[F:46].[CH3:1][O:2][c:3]1[c:4]2[c:5]([c:6](-[n:9]3[n:10][c:11]([CH3:14])[n:12][cH:13]3)[n:7][cH:8]1)[nH:15][cH:16][c:17]2[C:18]([C:19](=[O:20])[OH:21])=[O:22].[CH3:78][CH2:79][O:80][C:81]([CH3:82])=[O:83].[CH:64]([N:65]([CH2:66][CH3:67])[CH:68]([CH3:69])[CH3:70])([CH3:71])[CH3:72].[O:23]=[c:24]1[n:25](-[c:36]2[cH:37][cH:38][cH:39][cH:40][cH:41]2)[c:26]2[c:31]([cH:32][c:33]1[C:34]#[N:35])[CH2:30][NH:29][CH2:28][CH2:27]2.[O:73]=[CH:74][N:75]([CH3:76])[CH3:77].[n:47]1([O:48][C:49]([N:50]([CH3:51])[CH3:52])=[N+:53]([CH3:54])[CH3:55])[c:56]2[cH:57][cH:58][cH:59][cH:60][c:61]2[n:62][n:63]1>>[CH3:1][O:2][c:3]1[c:4]2[c:5]([c:6](-[n:9]3[n:10][c:11]([CH3:14])[n:12][cH:13]3)[n:7][cH:8]1)[nH:15][cH:16][c:17]2[C:18]([C:19](=[O:21])[N:29]1[CH2:28][CH2:27][c:26]2[n:25](-[c:36]3[cH:37][cH:38][cH:39][cH:40][cH:41]3)[c:24](=[O:23])[c:33]([C:34]#[N:35])[cH:32][c:31]2[CH2:30]1)=[O:22]. Reaction SMILES: [Na].[C:2]([O:10][CH2:11][CH3:12])(=[O:9])[CH2:3][C:4]([O:6][CH2:7][CH3:8])=[O:5].[CH2:13]([O:20][C:21]([N:23]1[CH2:28][CH2:27][CH:26]([CH2:29][CH2:30][CH2:31][CH2:32][CH2:33]OS(C2C=CC(C)=CC=2)(=O)=O)[CH2:25][CH2:24]1)=[O:22])[C:14]1[CH:19]=[CH:18][CH:17]=[CH:16][CH:15]=1>C(O)C>[CH2:13]([O:20][C:21]([N:23]1[CH2:28][CH2:27][CH:26]([CH2:29][CH2:30][CH2:31][CH2:32][CH2:33][CH:3]([C:4]([O:6][CH2:7][CH3:8])=[O:5])[C:2]([O:10][CH2:11][CH3:12])=[O:9])[CH2:25][CH2:24]1)=[O:22])[C:14]1[CH:15]=[CH:16][CH:17]=[CH:18][CH:19]=1 |^1:0|. Reaction conditions: time 2 hour. Reported procedure: To a solution of sodium (0.95 g) in ethanol (80 ml) are added diethyl malonate (7.2 g) and 5-(1-benzyloxycarbonyl-4-piperidyl)pentylp-toluenesulfonate (13.7 g). The mixture is refluxed for 2 hours with stirring. After the further addition of a mixture of sodium (0.25 g), ethanol (25 ml) and diethyl malonate (1.8 g), the reflux is continued for further 2 hours. After evaporation of ethanol, the residue is diluted with water (200 ml) and extracted with ethyl acetate (300 ml). The extract is dried ... The product is C(C1=CC=CC=C1)OC(=O)N1CCC(CC1)CCCCCC(C(=O)OCC)C(=O)OCC (ethyl 7-(1-benzyloxycarbonyl-4-piperidyl)-2-ethoxycarbonylheptanoate). Starting materials: [Na] (sodium), C(CC(=O)OCC)(=O)OCC (diethyl malonate), C(C1=CC=CC=C1)OC(=O)N1CCC(CC1)CCCCCOS(=O)(=O)C1=CC=C(C=C1)C (5-(1-benzyloxycarbonyl-4-piperidyl)pentylp-toluenesulfonate), [Na] (sodium), C(CC(=O)OCC)(=O)OCC (diethyl malonate). Run in C(C)O (ethanol), C(C)O (ethanol).